The task is: describe an organic reaction: reactants, conditions, products, and yield. This data is from the Open Reaction Database (ORD), a public repository of structured organic reaction records. As a reaction SMILES: [Cl:1][CH2:2]/[CH:3]=[CH:4]/[C:5](Cl)=[O:6].[CH2:8]([NH:10][CH2:11][CH3:12])[CH3:9]>CCOCC>[Cl:1][CH2:2]/[CH:3]=[CH:4]/[C:5]([N:10]([CH2:11][CH3:12])[CH2:8][CH3:9])=[O:6]. Run in CCOCC (ether), CCOCC (ether). Reactants: ClC/C=C/C(=O)Cl (4-Chlorocrotonyl chloride), C(C)NCC (diethylamine). Conditions: time 1.5 hour. Procedure details: 4-Chlorocrotonyl chloride (1.36 g, 9.80 mmol) in ether (20 ml) is combined with diethylamine in ether (5 ml) at -15° C. in a flame dried flask. The reaction is warmed to ambient temperature, stirred for 1 to 2 hours, quenched with water (30 ml), extracted with ethyl acetate (2×30 ml), washed with saline (30 ml), dried over sodium sulfate, and concentrated in vacuo to yield the crude 4-chloro-N,N-diethylcrotonamide. Yields the product ClC/C=C/C(=O)N(CC)CC (4-chloro-N,N-diethylcrotonamide). Starting materials: C1(=CC=CC=C1)C1=CC=C(C=C1)O (p-phenylphenol), CC(=O)OCC1C(C(C(C(O1)Br)OC(=O)C)OC(=O)C)OC(=O)C (acetobromogalactose). Solvent: [OH-].[K+] (KOH), CC(=O)C (acetone), [OH-].[K+] (KOH). Reaction conditions: time 8 hour. The product is [C@@H]1([C@H](O)[C@@H](O)[C@@H](O)[C@H](O1)CO)OC1=CC=C(C=C1)C1=CC=CC=C1 (p-Phenylphenol-β-D-galactopyranoside). RXN SMILES: [C:1]1([C:7]2[CH:12]=[CH:11][C:10]([OH:13])=[CH:9][CH:8]=2)[CH:6]=[CH:5][CH:4]=[CH:3][CH:2]=1.CC([O:17][CH2:18][CH:19]1[O:24][CH:23](Br)[CH:22]([O:26]C(C)=O)[CH:21]([O:30]C(C)=O)[CH:20]1[O:34]C(C)=O)=O>CC(C)=O.[OH-].[K+]>[C@@H:23]1([O:13][C:10]2[CH:9]=[CH:8][C:7]([C:1]3[CH:2]=[CH:3][CH:4]=[CH:5][CH:6]=3)=[CH:12][CH:11]=2)[O:24][C@H:19]([CH2:18][OH:17])[C@H:20]([OH:34])[C@H:21]([OH:30])[C@H:22]1[OH:26] |f:3.4|. Procedure: To a solution of p-phenylphenol (250 mg, 1.46 mmol) in acetone, 1 mL of 10N KOH was added followed by acetobromogalactose (1.8 g, 4.37 mmol). The reaction mixture was stirred overnight at room temperature. TLC analysis showed no starting material left. 10N KOH (1 mL) was added to complete deacetylation and the solution was again stirred overnight. After evaporation of acetone, the crude material was taken up in ethyl acetate and washed with 5×150 mL of water. Ethyl acetate was dried with MgSO4 a...